Task: describe an organic reaction: reactants, conditions, products, and yield. Dataset: the Open Reaction Database (ORD), a public repository of structured organic reaction records Starting materials: C1(=CC=C(C=C1)S(=O)(=O)OC[C@H]1OC(O[C@@H]1CCC)(C)C)C ((4R,5R)-(2,2-dimethyl-5-propyl-1,3-dioxolan-4- yl)methanol p-toluenesulfonate), [H-].[Al+3].[Li+].[H-].[H-].[H-] (lithium aluminum hydride). Run in C(C)OCC (diethyl ether), C(C)OCC (diethyl ether). Reaction conditions: temperature 20 celsius, time 24 hour. Product: CC1(O[C@@H]([C@H](O1)CCC)C)C ((4R,5R)-2,2,5-trimethyl-4-propyl-1,3-dioxolane). Yield: 92.0%. RXN SMILES: C1(C)C=CC(S(O[CH2:11][C@@H:12]2[C@@H:16]([CH2:17][CH2:18][CH3:19])[O:15][C:14]([CH3:21])([CH3:20])[O:13]2)(=O)=O)=CC=1.[H-].[Al+3].[Li+].[H-].[H-].[H-]>C(OCC)C>[CH3:20][C:14]1([CH3:21])[O:15][C@H:16]([CH2:17][CH2:18][CH3:19])[C@@H:12]([CH3:11])[O:13]1 |f:1.2.3.4.5.6|. Procedure: A solution of (4R,5R)-(2,2-dimethyl-5-propyl-1,3-dioxolan-4- yl)methanol p-toluenesulfonate (3.04 g, 9.25 mmol) in 30 ml of diethyl ether was added dropwise at 0° C. and under argon to a stirred suspension of lithium aluminum hydride (0.380 g, 10 mmol) in 50 ml of diethyl ether. The mixture was additionally stirred at 20° C. for 24 hours. The excess of lithium aluminum hydride was destroyed by addition of 0.2 ml of water. After stirring for 5 minutes, the mixture was treated with 1.8 ml of 10% s... Reagents/catalysts: O1B(OC(C)(C)C1(C)C)B2OC(C)(C)C(O2)(C)C, N=1C=C(C(=C2C=CC3=C(N=CC(=C3C)C)C12)C)C, O1BOC(C)(C)C1(C)C, NC(C)(C)C, C[OH2+].C[OH2+].C1CC=CCCC=C1.C1CC=CCCC=C1.[Ir].[Ir]. The solvent is O1CCCC1. Yields the product O=CC=1C=C(C=C(C1)C)B2OC(C)(C)C(O2)(C)C. Conditions: temperature 90 celsius, time 12 hour. Starting materials: O=CC1=CC=CC(=C1)C. Yield: 79.0%. Reactants: O=C1c2cc(Br)ccc2CC12CCC(O)CC2, C1CCOC1, CC(C)(C)[O-], CI, [K+], O. Product: COC1CCC2(CC1)Cc1ccc(Br)cc1C2=O. RXN SMILES: [Br:1][c:2]1[cH:3][cH:4][c:5]2[c:15]([cH:16]1)[C:14](=[O:17])[C:7]1([CH2:6]2)[CH2:8][CH2:9][CH:10]([OH:13])[CH2:11][CH2:12]1.[CH2:27]1[O:28][CH2:29][CH2:30][CH2:31]1.[CH3:18][C:19]([CH3:20])([O-:21])[CH3:22].[CH3:24][I:25].[K+:23].[OH2:26]>>[Br:1][c:2]1[cH:3][cH:4][c:5]2[c:15]([cH:16]1)[C:14](=[O:17])[C:7]1([CH2:6]2)[CH2:8][CH2:9][CH:10]([O:13][CH3:18])[CH2:11][CH2:12]1. Starting materials: aqueous solution, O.C(CC(O)(C(=O)O)CC(=O)O)(=O)O (citric acid monohydrate), ClC1=CC=C(C=CCO)C=C1 (p-chlorocinnamyl alcohol), D-(-)-diethyl tartarate, C(C)(C)(C)OO (t-butyl hydroperoxide), [OH-].[Na+] (sodium hydroxide). The reagents and catalysts are O.O.O.O.O.O.S(=O)(=O)([O-])[O-].[Fe+2] (iron sulfate hexahydrate), CC([O-])C.CC([O-])C.CC([O-])C.CC([O-])C.[Ti+4] (titanium tetraisopropoxide). Solvent: C(Cl)Cl (methylene chloride), C(Cl)Cl (methylene chloride), C(Cl)Cl (methylene chloride). Reaction conditions: temperature -20 celsius, time 20 minute. The product is ClC1=CC=C(C=C1)[C@@H]1[C@H](CO)O1 ((2S,3R)-3-(4-chlorophenyl)-2,3-epoxy-1-propanol). Reaction SMILES: [Cl:1][C:2]1[CH:11]=[CH:10][C:5]([CH:6]=[CH:7][CH2:8][OH:9])=[CH:4][CH:3]=1.C([O:16]O)(C)(C)C.O.C(O)(=O)CC(CC(O)=O)(C(O)=O)O.[OH-].[Na+]>CC(C)[O-].CC(C)[O-].CC(C)[O-].CC(C)[O-].[Ti+4].O.O.O.O.O.O.S([O-])([O-])(=O)=O.[Fe+2].C(Cl)Cl>[Cl:1][C:2]1[CH:3]=[CH:4][C:5]([C@H:6]2[O:16][C@H:7]2[CH2:8][OH:9])=[CH:10][CH:11]=1 |f:2.3,4.5,6.7.8.9.10,11.12.13.14.15.16.17.18|. Procedure details: To 520 ml of a methylene chloride solution of 10.98 g of titanium tetraisopropoxide cooled to -70° C., 12 ml of a methylene chloride solution of 12.07 g of D-(-)-diethyl tartarate was added dropwise, and the resulting mixture was stirred for 20 minutes. Then, 25 ml of a methylene chloride solution of 12.9 g of p-chlorocinnamyl alcohol was added dropwise, and the resulting mixture was stirred for 20 minutes. Then, 42.0 ml of t-butyl hydroperoxide (3.67 mol/l methylene chloride solution) was added... Product: C#CCN1CC(=O)N(C(O)C#N)C1=O. Starting materials: [Na+], N#C[Na], C#CCN1CC(=O)N(C=O)C1=O, O, O=S([O-])O. RXN SMILES: [Na+:20].[Na:13][C:14]#[N:15].[O:1]=[C:2]1[N:3]([CH2:10][C:11]#[CH:12])[CH2:4][C:5](=[O:9])[N:6]1[CH:7]=[O:8].[OH2:21].[S:16](=[O:17])([OH:18])[O-:19]>>[O:1]=[C:2]1[N:3]([CH2:10][C:11]#[CH:12])[CH2:4][C:5](=[O:9])[N:6]1[CH:7]([OH:8])[C:14]#[N:15]. Reactants: [H-].[Al+3].[Li+].[H-].[H-].[H-] (Lithium aluminum hydride), COC1=C(CNC2=C(C#N)C=CC=N2)C=CC(=C1)OC (2-[(2,4-dimethoxybenzyl)amino]nicotinonitrile). Solvent: O1CCCC1 (tetrahydrofuran). Reaction conditions: time 4 hour. Product: NCC=1C(=NC=CC1)NCC1=C(C=C(C=C1)OC)OC (3-(Aminomethyl)-N-(2,4-dimethoxybenzyl)pyridin-2-amine). Yield: 102.7%. As a reaction SMILES: [H-].[Al+3].[Li+].[H-].[H-].[H-].[CH3:7][O:8][C:9]1[CH:24]=[C:23]([O:25][CH3:26])[CH:22]=[CH:21][C:10]=1[CH2:11][NH:12][C:13]1[N:20]=[CH:19][CH:18]=[CH:17][C:14]=1[C:15]#[N:16]>O1CCCC1>[NH2:16][CH2:15][C:14]1[C:13]([NH:12][CH2:11][C:10]2[CH:21]=[CH:22][C:23]([O:25][CH3:26])=[CH:24][C:9]=2[O:8][CH3:7])=[N:20][CH:19]=[CH:18][CH:17]=1 |f:0.1.2.3.4.5|. Procedure: Lithium aluminum hydride (1.0 M in THF, 11.4 mL, 11.4 mmol) was added slowly to a solution of 2-[(2,4-dimethoxybenzyl)amino]nicotinonitrile (2.80 g, 10.4 mmol) in tetrahydrofuran (35 mL) at 0° C. The reaction was allowed to warm to room temperature and stir for 4 h. The reaction was carefully quenched with a saturated aqueous solution of sodium sulfate, filtered with copious dichloromethane and concentrated to produce the title compound (2.92 g). MS 274.3 (M+1). The reactants are BrC1=C(N(C(C2=C(C=CC=C12)F)=O)NCC)C (4-bromo-2-ethylamino-8-fluoro-3-methyl-2H-isoquinolin-1-one), C1(=CC=CC=C1)P(C1=CC=CC=2C(C3=CC=CC(=C3OC12)P(C1=CC=CC=C1)C1=CC=CC=C1)(C)C)C1=CC=CC=C1 (4,5-bis-diphenylphosphanyl-9,9-dimethyl-9H-xanthene), C([O-])([O-])=O.[Na+].[Na+] (sodium carbonate), [C]=O (carbon monoxide), CO. The reagents and catalysts are C(C)(=O)[O-].[Pd+2].C(C)(=O)[O-] (palladium acetate). Run in C1(=CC=CC=C1)C (toluene). Reaction conditions: temperature 122 celsius, time 19 hour. Yields the product C(C)NN1C(C2=C(C=CC=C2C(=C1C)C(=O)O)F)=O (2-Ethylamino-8-fluoro-3-methyl-1-oxo-1,2-dihydro-isoquinoline-4-carboxylic acid). Yield: 14.8%. RXN SMILES: Br[C:2]1[C:11]2[C:6](=[C:7]([F:12])[CH:8]=[CH:9][CH:10]=2)[C:5](=[O:13])[N:4]([NH:14][CH2:15][CH3:16])[C:3]=1[CH3:17].C1(P(C2C=CC=CC=2)C2C3OC4C(=CC=CC=4P(C4C=CC=CC=4)C4C=CC=CC=4)C(C)(C)C=3C=CC=2)C=CC=CC=1.[C:60](=O)([O-:62])[O-:61].[Na+].[Na+].[C]=O>C1(C)C=CC=CC=1.C([O-])(=O)C.[Pd+2].C([O-])(=O)C>[CH2:15]([NH:14][N:4]1[C:3]([CH3:17])=[C:2]([C:60]([OH:62])=[O:61])[C:11]2[C:6](=[C:7]([F:12])[CH:8]=[CH:9][CH:10]=2)[C:5]1=[O:13])[CH3:16] |f:2.3.4,7.8.9,^3:65|. Reported procedure: A stirred suspension of 4-bromo-2-ethylamino-8-fluoro-3-methyl-2H-isoquinolin-1-one (1.526 g, 4.847 mmol), palladium acetate (108.8 mg, 0.4847 mmol), 4,5-bis-diphenylphosphanyl-9,9-dimethyl-9H-xanthene (=Xantphos, 280.5 mg, 0.4847 mmol) and sodium carbonate (1.541 g, 14.54 mmol) in toluene (10 mL) was filled with carbon monoxide to 5 bars (6 times). It was stirred on hot oil bath (122° C., P=6 bar) for 19 hours, allowed to cool and the excess CO was released. It was quenched with 20 ml EtOH, fil... Product: C(C)(C)(C)C=1C=C(C=CC1OC(C(C)(C)C)=O)OCC=C (3-t-butyl-4-trimethylacetoxy-1-(2-propenyloxy)benzene). Solvent: CN(C=O)C (dimethylformamide), CN(C=O)C (dimethylformamide). Reaction conditions: time 30 minute. Procedure: Under a nitrogen stream, 4.48 g of 3-t-butyl-4-trimethylacetoxyphenol synthesized in Example 15-2) was dissolved in 20 ml of dimethylformamide and a suspension of 0.86 g of oily sodium hydride in 20 ml of dimethylformamide at 0° C. was added dropwise. After stirring for 30 minutes, 1.86 ml of allyl bromide was added dropwise and the solution was stirred for 3 hours and allowed to attain room temperature. After the reaction was quenched with a saturated aqueous ammonium chloride solution, the mix... Reactants: [H-].[Na+] (sodium hydride), C(C)(C)(C)C=1C=C(C=CC1OC(C(C)(C)C)=O)O (3-t-butyl-4-trimethylacetoxyphenol), C(C=C)Br (allyl bromide). The yield is 83.0%. RXN SMILES: [C:1]([C:5]1[CH:6]=[C:7]([OH:18])[CH:8]=[CH:9][C:10]=1[O:11][C:12](=[O:17])[C:13]([CH3:16])([CH3:15])[CH3:14])([CH3:4])([CH3:3])[CH3:2].[H-].[Na+].[CH2:21](Br)[CH:22]=[CH2:23]>CN(C)C=O>[C:1]([C:5]1[CH:6]=[C:7]([O:18][CH2:23][CH:22]=[CH2:21])[CH:8]=[CH:9][C:10]=1[O:11][C:12](=[O:17])[C:13]([CH3:16])([CH3:15])[CH3:14])([CH3:4])([CH3:2])[CH3:3] |f:1.2|.